Dataset: the Open Reaction Database (ORD), a public repository of structured organic reaction records. Task: describe an organic reaction: reactants, conditions, products, and yield Starting materials: N(=[N+]=[N-])C1=CC=C(C(=O)O)C=C1 (4-azidobenzoic acid), C(#C)C1=NNC2=CC=CC=C12 (3-ethynyl-1H-indazole), D-(−)-isoascorbic acid sodium salt. The reagents and catalysts are O.O.O.O.O.S(=O)(=O)([O-])[O-].[Cu+2] (copper sulfate pentahydrate). Solvent: O (water), O1CCOCC1 (1,4-dioxane), CCOC(=O)C (EtOAc). Run at time 48 hour. Yields the product N1N=C(C2=CC=CC=C12)C=1N=NN(C1)C1=CC=C(C(=O)O)C=C1 (4-[4-(1H-indazol-3-yl)-1H-1,2,3-triazol-1-yl]benzoic acid). The yield is 106.0%. RXN SMILES: [N:1]([C:4]1[CH:12]=[CH:11][C:7]([C:8]([OH:10])=[O:9])=[CH:6][CH:5]=1)=[N+:2]=[N-:3].[C:13]([C:15]1[C:23]2[C:18](=[CH:19][CH:20]=[CH:21][CH:22]=2)[NH:17][N:16]=1)#[CH:14]>O1CCOCC1.O.CCOC(C)=O.O.O.O.O.O.S([O-])([O-])(=O)=O.[Cu+2]>[NH:17]1[C:18]2[C:23](=[CH:22][CH:21]=[CH:20][CH:19]=2)[C:15]([C:13]2[N:3]=[N:2][N:1]([C:4]3[CH:5]=[CH:6][C:7]([C:8]([OH:10])=[O:9])=[CH:11][CH:12]=3)[CH:14]=2)=[N:16]1 |f:5.6.7.8.9.10.11|. Reported procedure: 4-azidobenzoic acid (252 mg; 1.55 mmol; 1.1 eq.) and 3-ethynyl-1H-indazole (200 mg; 1.4 mmol; 1.0 eq.) were dissolved in 1,4-dioxane (3 mL). D-(−)-isoascorbic acid sodium salt (28 mg; 0.14 mmol; 0.1 eq.) followed by a solution of copper sulfate pentahydrate (7 mg; 0.03 mmol; 0.02 eq.) in water (0.75 mL) were added and the reaction mixture was stirred at 900 for 48 h. Reaction mixture was diluted with EtOAc and extracted with a NaOH (0.1N). Aqueous phase was filtered, acidified to pH 4-5 by addit... The reactants are N#CCc1ccc(Br)cc1, BrC1CCCCC1, [H-], [Na+], CN(C)C=O, O, c1ccccc1. The product is N#CC(c1ccc(Br)cc1)C1CCCCC1. As a reaction SMILES: [Br:3][c:4]1[cH:5][cH:6][c:7]([CH2:10][C:11]#[N:12])[cH:8][cH:9]1.[CH:13]1([Br:19])[CH2:14][CH2:15][CH2:16][CH2:17][CH2:18]1.[H-:2].[Na+:1].[O:21]=[CH:22][N:23]([CH3:24])[CH3:25].[OH2:20].[cH:26]1[cH:27][cH:28][cH:29][cH:30][cH:31]1>>[Br:3][c:4]1[cH:5][cH:6][c:7]([CH:10]([C:11]#[N:12])[CH:13]2[CH2:14][CH2:15][CH2:16][CH2:17][CH2:18]2)[cH:8][cH:9]1. Starting materials: OCC#CCO, CN1CCCN(C)C1=O, COc1ccccc1Oc1c(Cl)nc(-c2ccncc2)nc1NS(=O)(=O)c1ccc(C(C)C)cn1, [H-], [Na+], CN(C)C=O, O=C(O)CC(O)(CC(=O)O)C(=O)O. Product: COc1ccccc1Oc1c(NS(=O)(=O)c2ccc(C(C)C)cn2)nc(-c2ccncc2)nc1OCC#CCO. As a reaction SMILES: [CH2:1]([C:2]#[C:3][CH2:4][OH:5])[OH:6].[CH3:62][N:63]1[CH2:64][CH2:65][CH2:66][N:67]([CH3:68])[C:69]1=[O:70].[CH:9]([CH3:10])([CH3:11])[c:12]1[cH:13][cH:14][c:15]([S:18](=[O:19])(=[O:20])[NH:21][c:22]2[n:23][c:24](-[c:38]3[cH:39][cH:40][n:41][cH:42][cH:43]3)[n:25][c:26]([Cl:37])[c:27]2[O:28][c:29]2[c:30]([O:35][CH3:36])[cH:31][cH:32][cH:33][cH:34]2)[n:16][cH:17]1.[H-:7].[Na+:8].[O:57]=[CH:58][N:59]([CH3:60])[CH3:61].[OH:44][C:45]([CH2:46][C:47]([C:48](=[O:49])[OH:50])([CH2:51][C:52](=[O:53])[OH:54])[OH:55])=[O:56]>>[CH2:1]([C:2]#[C:3][CH2:4][O:5][c:26]1[n:25][c:24](-[c:38]2[cH:39][cH:40][n:41][cH:42][cH:43]2)[n:23][c:22]([NH:21][S:18]([c:15]2[cH:14][cH:13][c:12]([CH:9]([CH3:10])[CH3:11])[cH:17][n:16]2)(=[O:19])=[O:20])[c:27]1[O:28][c:29]1[c:30]([O:35][CH3:36])[cH:31][cH:32][cH:33][cH:34]1)[OH:6]. Reactants: CCOC(C)=O, COc1cc([N+](=O)[O-])ccc1N1CCOCC1, CO. Product: COc1cc(N)ccc1N1CCOCC1. Reaction SMILES: [CH3:18][CH2:19][O:20][C:21](=[O:22])[CH3:23].[CH3:1][O:2][c:3]1[c:4]([N:12]2[CH2:13][CH2:14][O:15][CH2:16][CH2:17]2)[cH:5][cH:6][c:7]([N+:9]([O-:10])=[O:11])[cH:8]1.[CH3:24][OH:25]>>[CH3:1][O:2][c:3]1[c:4]([N:12]2[CH2:13][CH2:14][O:15][CH2:16][CH2:17]2)[cH:5][cH:6][c:7]([NH2:9])[cH:8]1. The reactants are BrC=1C=NC(=NC1)C#N (5-Bromo-2-pyrimidinecarbonitrile), [H-].[Na+] (sodium hydride), C1(CCC1)N1CCC2=C(CC1)C=C(C=C2)O (3-Cyclobutyl-2,3,4,5-tetrahydro-1H-benzo[d]azepin-7-ol). The reagents and catalysts are [Cu]Br (Copper (I) bromide). The solvent is N1=CC=CC=C1 (pyridine), N1=CC=CC=C1 (pyridine). Conditions: temperature 0 celsius. Product: C1(CCC1)N1CCC2=C(CC1)C=CC(=C2)OC=2C=NC(=NC2)C#N (5-[(3-Cyclobutyl-2,3,4,5-tetrahydro-1H-3-benzazepin-7-yl)oxy]-2-pyrimidinecarbonitrile). As a reaction SMILES: [CH:1]1([N:5]2[CH2:11][CH2:10][C:9]3[CH:12]=[C:13]([OH:16])[CH:14]=[CH:15][C:8]=3[CH2:7][CH2:6]2)[CH2:4][CH2:3][CH2:2]1.[H-].[Na+].Br[C:20]1[CH:21]=[N:22][C:23]([C:26]#[N:27])=[N:24][CH:25]=1>N1C=CC=CC=1.[Cu]Br>[CH:1]1([N:5]2[CH2:6][CH2:7][C:8]3[CH:15]=[CH:14][C:13]([O:16][C:20]4[CH:21]=[N:22][C:23]([C:26]#[N:27])=[N:24][CH:25]=4)=[CH:12][C:9]=3[CH2:10][CH2:11]2)[CH2:4][CH2:3][CH2:2]1 |f:1.2|. Procedure: 3-Cyclobutyl-2,3,4,5-tetrahydro-1H-3-benzazepin-7-ol (E3) (1.81 g, 8.33 mmol) was dissolved in pyridine (40 ml) and sodium hydride (60% in mineral oil, 0.40 g, 10.0 mmol) was added with stirring under argon at 0° C. The mixture was left to stir for 5 minutes. Copper (I) bromide (1.68 g, 11.7 mmol) was added and the mixture allowed to warm to room temperature over 30 minutes. 5-Bromo-2-pyrimidinecarbonitrile (D38) (2.30 g, 12.5 mmol) in pyridine (8 ml) was added and the mixture heated at 100° C. ... Reactants: FC=1C=C2C(CCOC2=CC1)=O (6-Fluoro-chroman-4-one), O (water), [N-]=[N+]=[N-].[Na+] (Sodium azide). The solvent is S(O)(O)(=O)=O (Sulfuric acid). Run at time 30 hour. The product is FC=1C=CC2=C(C(NCCO2)=O)C1 (7-Fluoro-3,4-dihydro-2H-b enzo[f][1,4]oxazepin-5-one), solid. The yield is 67.0%. As a reaction SMILES: [F:1][C:2]1[CH:3]=[C:4]2[C:9](=[CH:10][CH:11]=1)[O:8][CH2:7][CH2:6][C:5]2=[O:12].[N-:13]=[N+]=[N-].[Na+].O>S(=O)(=O)(O)O>[F:1][C:2]1[CH:11]=[CH:10][C:9]2[O:8][CH2:7][CH2:6][NH:13][C:5](=[O:12])[C:4]=2[CH:3]=1 |f:1.2|. Procedure: 6-Fluoro-chroman-4-one (539 mg, 3.24 mmol) was dissolved in Sulfuric acid (6.0 mL) and Sodium azide (258 mg, 3.97 mmol) was added at room temperature. The reaction was stirred for 30 h, then poured into water. The solids were collected by filtration, washing with 50 mL water. After drying, 7-Fluoro-3,4-dihydro-2H-b enzo[f][1,4]oxazepin-5-one was isolated as a white solid (395 mg, 67%). 1H-NMR (CDCl3): 7.65 (m, 1H), 7.15 (m, 1H), 7.01 (m, 1H), 6.74 (s, 1H), The reactants are Cc1cc(-c2ccc(C(F)(F)F)cc2)cc(-c2nc(Br)cs2)n1, CC(C)(C)NS(=O)(=O)c1ccc(B2OC(C)(C)C(C)(C)O2)s1. Product: Cc1cc(-c2ccc(C(F)(F)F)cc2)cc(-c2nc(-c3ccc(S(=O)(=O)NC(C)(C)C)s3)cs2)n1. Reaction SMILES: [Br:1][c:2]1[n:3][c:4](-[c:7]2[n:8][c:9]([CH3:23])[cH:10][c:11](-[c:13]3[cH:14][cH:15][c:16]([C:19]([F:20])([F:21])[F:22])[cH:17][cH:18]3)[cH:12]2)[s:5][cH:6]1.[C:24]([CH3:25])([CH3:26])([CH3:27])[NH:28][S:29](=[O:30])(=[O:31])[c:32]1[s:33][c:34]([B:37]2[O:38][C:39]([CH3:40])([CH3:41])[C:42]([CH3:43])([CH3:44])[O:45]2)[cH:35][cH:36]1>>[c:2]1(-[c:34]2[s:33][c:32]([S:29]([NH:28][C:24]([CH3:25])([CH3:26])[CH3:27])(=[O:30])=[O:31])[cH:36][cH:35]2)[n:3][c:4](-[c:7]2[n:8][c:9]([CH3:23])[cH:10][c:11](-[c:13]3[cH:14][cH:15][c:16]([C:19]([F:20])([F:21])[F:22])[cH:17][cH:18]3)[cH:12]2)[s:5][cH:6]1. Reactants: O=C1CCC=2C(=CC=CC12)C(=O)O (1-oxo-4-indanecarboxylic acid), C(C)(C)N=C=NC(C)C (1,3-diisopropylcarbodiimide), O.ON1N=NC2=C1C=CC=C2 (1-hydroxybenzotriazole hydrate), N(CC(=O)OC(C)(C)C)CC(=O)OC(C)(C)C (di-t-butyl iminodiacetate). The solvent is ClCCl (dichloromethane). Run at time 24 hour. The product is C(C)(C)(C)OC(CN(CC(=O)OC(C)(C)C)C(=O)C1=C2CCC(C2=CC=C1)=O)=O (tert-butyl N-(2-tert-butoxy-2-oxoethyl)-N-[(1-oxo-2,3-dihydro-1H-inden-4-yl)carbonyl]glycinate). RXN SMILES: [O:1]=[C:2]1[C:10]2[CH:9]=[CH:8][CH:7]=[C:6]([C:11]([OH:13])=O)[C:5]=2[CH2:4][CH2:3]1.C(N=C=NC(C)C)(C)C.O.ON1C2C=CC=CC=2N=N1.[NH:34]([CH2:43][C:44]([O:46][C:47]([CH3:50])([CH3:49])[CH3:48])=[O:45])[CH2:35][C:36]([O:38][C:39]([CH3:42])([CH3:41])[CH3:40])=[O:37]>ClCCl>[C:39]([O:38][C:36](=[O:37])[CH2:35][N:34]([C:11]([C:6]1[CH:7]=[CH:8][CH:9]=[C:10]2[C:5]=1[CH2:4][CH2:3][C:2]2=[O:1])=[O:13])[CH2:43][C:44]([O:46][C:47]([CH3:50])([CH3:49])[CH3:48])=[O:45])([CH3:42])([CH3:41])[CH3:40] |f:2.3|. Procedure: To a solution of Example 5 (500 mg, 2.84 mmol) in dichloromethane (10 mL) was added 1,3-diisopropylcarbodiimide (0.44 mL, 2.84 mmol), 1-hydroxybenzotriazole hydrate (115 mg, 0.85 mmol), and di-t-butyl iminodiacetate (1.04 g, 4.26 mmol). The mixture was stirred at room temperature for about 24 hours, quenched with water, and extracted with diethyl ether. The combined organic extracts were washed with brine and saturated aqueous sodium bicarbonate, dried (Na2SO4), filtered and concentrated under v... Reactants: O=C(O)c1cc(NCc2ccccc2)c(-c2ccccc2)c(S(=O)(=O)Cl)c1, O=C(O)c1cc(OCc2ccsc2)c(-c2ccccc2)c(S(=O)(=O)Cl)c1. Yields the product NS(=O)(=O)c1cc(C(=O)O)cc(OCc2ccsc2)c1-c1ccccc1. Reaction SMILES: [CH2:1]([NH:8][c:2]1[cH:3][c:4]([C:19]([OH:20])=[O:21])[cH:5][c:6]([S:7]([Cl:9])(=[O:10])=[O:11])[c:12]1-[c:13]1[cH:14][cH:15][cH:16][cH:17][cH:18]1)[c:22]1[cH:23][cH:24][cH:25][cH:26][cH:27]1.[Cl:28][S:29](=[O:30])(=[O:31])[c:32]1[c:33](-[c:48]2[cH:49][cH:50][cH:51][cH:52][cH:53]2)[c:34]([O:41][CH2:42][c:43]2[cH:44][s:45][cH:46][cH:47]2)[cH:35][c:36]([C:37](=[O:38])[OH:39])[cH:40]1>>[NH2:8][S:29](=[O:30])(=[O:31])[c:32]1[c:33](-[c:48]2[cH:49][cH:50][cH:51][cH:52][cH:53]2)[c:34]([O:41][CH2:42][c:43]2[cH:44][s:45][cH:46][cH:47]2)[cH:35][c:36]([C:37](=[O:38])[OH:39])[cH:40]1. The reactants are Br, CCC1CCC([N+](=O)[O-])C(c2ccccc2)N1C(=O)OCc1ccccc1, CCC(=O)O. Product: Br, CCC1CCC([N+](=O)[O-])C(c2ccccc2)N1. Reaction SMILES: [BrH:28].[CH2:1]([O:2][C:3](=[O:4])[N:11]1[CH:12]([c:22]2[cH:23][cH:24][cH:25][cH:26][cH:27]2)[CH:13]([N+:19](=[O:20])[O-:21])[CH2:14][CH2:15][CH:16]1[CH2:17][CH3:18])[c:5]1[cH:6][cH:7][cH:8][cH:9][cH:10]1.[CH3:29][CH2:30][C:31](=[O:32])[OH:33]>>[BrH:28].[NH:11]1[CH:12]([c:22]2[cH:23][cH:24][cH:25][cH:26][cH:27]2)[CH:13]([N+:19](=[O:20])[O-:21])[CH2:14][CH2:15][CH:16]1[CH2:17][CH3:18].